describe an organic reaction: reactants, conditions, products, and yield From a dataset of the Open Reaction Database (ORD), a public repository of structured organic reaction records. Starting materials: ClC1=C(C=C(C=C1)O)CC (4-chloro-3-ethylphenol), ClS(=O)(=O)O (chlorosulfonic acid). Solvent: ClC1=CC=CC=C1 (monochlorobenzene). The product is ClC=1C(=CC(=C(C1)S(=O)(=O)O)O)CC (5-chloro-4-ethyl-2-hydroxybenzenesulfonic acid). As a reaction SMILES: [Cl:1][C:2]1[CH:7]=[CH:6][C:5]([OH:8])=[CH:4][C:3]=1[CH2:9][CH3:10].Cl[S:12]([OH:15])(=[O:14])=[O:13]>ClC1C=CC=CC=1>[Cl:1][C:2]1[C:3]([CH2:9][CH3:10])=[CH:4][C:5]([OH:8])=[C:6]([S:12]([OH:15])(=[O:14])=[O:13])[CH:7]=1. Procedure details: In a 1-liter four-necked glass flask is prepared a solution mixture of 100 g of 4-chloro-3-ethylphenol and 200 g of monochlorobenzene. While the mixture is maintained at a temperature of 25°-30° C., 80 g of chlorosulfonic acid is added dropwise. After the mixture is maintained at the same temperature for 3 hours, the reaction mass of 5-chloro-4-ethyl-2-hydroxybenzenesulfonic acid is obtained and 75.1 g of acetic acid is added to the reaction mass. After 1.33 g of aluminium chloride and 0.67 g of... Reactants: ClC=1C(=NC(=NC1)NC1=C(C=C(C(=C1)C)C1CCNCC1)OC(C)C)NC1=C(C=CC=C1)S(=O)(=O)C(F)F (5-chloro-N4-(2-(difluoromethylsulfonyl)phenyl)-N2-(2-isopropoxy-5-methyl-4-(piperidin-4-yl)phenyl)pyrimidine-2,4-diamine), replacing2-(dimethylamino)acetyl chloride hydrochloride, Cl.N1[C@@H](CCC1)C(=O)Cl ((S)-pyrrolidine-2-carbonyl chloride hydrochloride). Yields the product ClC=1C(=NC(=NC1)NC1=CC(=C(C=C1OC(C)C)C1CCN(CC1)C(=O)[C@H]1NCCC1)C)NC1=C(C=CC=C1)S(=O)(=O)C(F)F ((S)-(4-(4-(5-chloro-4-(2-(difluoromethylsulfonyl)-phenylamino)-pyrimidin-2-ylamino)-5-isopropoxy-2-methylphenyl)piperidin-1-yl)(pyrrolidin-2-yl)methanone). RXN SMILES: [Cl:1][C:2]1[C:3]([NH:26][C:27]2[CH:32]=[CH:31][CH:30]=[CH:29][C:28]=2[S:33]([CH:36]([F:38])[F:37])(=[O:35])=[O:34])=[N:4][C:5]([NH:8][C:9]2[CH:14]=[C:13]([CH3:15])[C:12]([CH:16]3[CH2:21][CH2:20][NH:19][CH2:18][CH2:17]3)=[CH:11][C:10]=2[O:22][CH:23]([CH3:25])[CH3:24])=[N:6][CH:7]=1.Cl.[NH:40]1[CH2:44][CH2:43][CH2:42][C@H:41]1[C:45](Cl)=[O:46]>>[Cl:1][C:2]1[C:3]([NH:26][C:27]2[CH:32]=[CH:31][CH:30]=[CH:29][C:28]=2[S:33]([CH:36]([F:38])[F:37])(=[O:34])=[O:35])=[N:4][C:5]([NH:8][C:9]2[C:10]([O:22][CH:23]([CH3:24])[CH3:25])=[CH:11][C:12]([CH:16]3[CH2:17][CH2:18][N:19]([C:45]([C@@H:41]4[CH2:42][CH2:43][CH2:44][NH:40]4)=[O:46])[CH2:20][CH2:21]3)=[C:13]([CH3:15])[CH:14]=2)=[N:6][CH:7]=1 |f:1.2|. Procedure: Prepared according to the method of Example 1 by replacing N6-(2-isopropoxy-5-methyl-4-(piperidin-4-yl)phenyl)-N4-(2-(isopropylsulfonyl)phenyl)-1H-pyrazolo[3,4-d]pyrimidine-4,6-diamine with 5-chloro-N4-(2-(difluoromethylsulfonyl)phenyl)-N2-(2-isopropoxy-5-methyl-4-(piperidin-4-yl)phenyl)pyrimidine-2,4-diamine and replacing2-(dimethylamino)acetyl chloride hydrochloride with (S)-pyrrolidine-2-carbonyl chloride hydrochloride, product was obtained. MS (ES+): 663.23 (M+1)+.